Dataset: the Open Reaction Database (ORD), a public repository of structured organic reaction records. Task: describe an organic reaction: reactants, conditions, products, and yield Reactants: NC1=C(SC=C1)C(=O)N (3-amino-thiophene-2-carboxamide), ClC(Cl)(OC(OC(Cl)(Cl)Cl)=O)Cl (triphosgene). The solvent is O1CCOCC1 (dioxane). Conditions: time 30 minute. The product is N1=C(N=C(C2=C1C=CS2)O)O (Thieno[3,2-d]pyrimidine-2,4-diol). RXN SMILES: [NH2:1][C:2]1[CH:6]=[CH:5][S:4][C:3]=1[C:7]([NH2:9])=[O:8].Cl[C:11](Cl)([O:13]C(=O)OC(Cl)(Cl)Cl)Cl>O1CCOCC1>[N:1]1[C:2]2[CH:6]=[CH:5][S:4][C:3]=2[C:7]([OH:8])=[N:9][C:11]=1[OH:13]. Reported procedure: 50 mg (0.35 mmol) 3-amino-thiophene-2-carboxamide is dissolved in 3 mL dioxane. 52 mg (0.175 mmol, 0.5 eq) triphosgene is added and the mixture is heated at 80 C. After 30 min, TLC and LCMS indicate that the reaction is complete. The mixture is cooled down to RT and the resulting white precipitate is collected and washed with diethyl ether. Yield: 46 mg (0.27 mmol, 78%). Starting materials: C(C1=CC=CC=C1)OC(C(C)(OC1=CC(=CC=C1)C1CNCCC1)C)=O (2-methyl-2-(3-piperidin-3-yl-phenoxy)-propionic acid benzyl ester), resultant solution, Cl (hydrochloric acid), C(C)(C)C1=CC=C(C=C1)O (4-isopropylphenol), C(=O)(N1C=NC=C1)N1C=NC=C1 (1,1′-carbonyldiimidazole). Run in C1(=CC=CC=C1)C (toluene), O (water), C1(=CC=CC=C1)C (toluene). Run at time 18 hour. The product is C(C)(C)C1=CC=C(C=C1)OC(=O)N1CC(CCC1)C1=CC(=CC=C1)OC(C)(C)C(=O)OCC1=CC=CC=C1 (3-[3-(1-benzyloxycarbonyl-1-methyl-ethoxy)-phenyl]-piperidine-1-carboxylic acid 4-isopropyl-phenyl ester). Yield: 60.3%. Reaction SMILES: [CH:1]([C:4]1[CH:9]=[CH:8][C:7]([OH:10])=[CH:6][CH:5]=1)([CH3:3])[CH3:2].[C:11](N1C=CN=C1)(N1C=CN=C1)=[O:12].[CH2:23]([O:30][C:31](=[O:48])[C:32]([CH3:47])([O:34][C:35]1[CH:40]=[CH:39][CH:38]=[C:37]([CH:41]2[CH2:46][CH2:45][CH2:44][NH:43][CH2:42]2)[CH:36]=1)[CH3:33])[C:24]1[CH:29]=[CH:28][CH:27]=[CH:26][CH:25]=1.Cl>C1(C)C=CC=CC=1.O>[CH:1]([C:4]1[CH:9]=[CH:8][C:7]([O:10][C:11]([N:43]2[CH2:44][CH2:45][CH2:46][CH:41]([C:37]3[CH:38]=[CH:39][CH:40]=[C:35]([O:34][C:32]([C:31]([O:30][CH2:23][C:24]4[CH:29]=[CH:28][CH:27]=[CH:26][CH:25]=4)=[O:48])([CH3:33])[CH3:47])[CH:36]=3)[CH2:42]2)=[O:12])=[CH:6][CH:5]=1)([CH3:3])[CH3:2]. Procedure: To a solution of 4-isopropylphenol (1.54 g, 11.32 mmol) in 10 mL toluene was added 1,1′-carbonyldiimidazole (1.84 g, 11.32 mmol). This solution was stirred 18 h at ambient temperature. 2-methyl-2-(3-piperidin-3-yl-phenoxy)-propionic acid benzyl ester (Preparation 2, Method C; 2.0 g, 5.66 mmol) was added in 5 mL toluene and the resultant solution was stirred 18 h at ambient temperature. The reaction was diluted with water (200 mL), acidified with 1N aqueous hydrochloric acid and extracted with di... Reaction SMILES: [Br:37][N:38]1[C:39](=[O:40])[CH2:41][CH2:42][C:43]1=[O:44].[C:19]([O:20][O:21][C:22](=[O:23])[c:24]1[cH:25][cH:26][cH:27][cH:28][cH:29]1)(=[O:30])[c:31]1[cH:32][cH:33][cH:34][cH:35][cH:36]1.[C:45]([Cl:46])([Cl:47])([Cl:48])[Cl:49].[CH3:1][O:2][C:3](=[O:4])[c:5]1[cH:6][c:7]([CH3:18])[c:8](-[c:11]2[cH:12][cH:13][c:14]([Cl:17])[cH:15][cH:16]2)[cH:9][cH:10]1.[Cl:50][CH2:51][Cl:52]>>[CH3:1][O:2][C:3](=[O:4])[c:5]1[cH:6][c:7]([CH2:18][Br:37])[c:8](-[c:11]2[cH:12][cH:13][c:14]([Cl:17])[cH:15][cH:16]2)[cH:9][cH:10]1. Product: COC(=O)c1ccc(-c2ccc(Cl)cc2)c(CBr)c1. Starting materials: O=C1CCC(=O)N1Br, O=C(OOC(=O)c1ccccc1)c1ccccc1, ClC(Cl)(Cl)Cl, COC(=O)c1ccc(-c2ccc(Cl)cc2)c(C)c1, ClCCl. The reactants are C(C)(C)(C)OC(=O)N1C=CC=C1 (1-(t-butoxycarbonyl)pyrrole), C(C)(C)(C)OC(=O)N1C(=CC=C1)[Sn](CCCC)(CCCC)CCCC.[Li+].CC(C)[N-]C(C)C ((1-(t-Butoxycarbonyl)pyrrol-2-yl)tributyltin LDA), C(CCC)[Sn](CCCC)(CCCC)Cl (tributyltin chloride). The solvent is C1CCOC1 (THF), C1CCOC1 (THF). Conditions: time 3 hour. The product is C(C)(C)(C)OC(=O)N1C(=CC=C1)[Sn](CCCC)(CCCC)CCCC ((1-(t-butoxycarbonyl)pyrrol-2-yl)tributyltin). As a reaction SMILES: [C:1]([O:5][C:6]([N:8]1[CH:12]=[CH:11][CH:10]=[C:9]1[Sn:13]([CH2:22][CH2:23][CH2:24][CH3:25])([CH2:18][CH2:19][CH2:20][CH3:21])[CH2:14][CH2:15][CH2:16][CH3:17])=[O:7])([CH3:4])([CH3:3])[CH3:2].[Li+].CC([N-]C(C)C)C.C(OC(N1C=CC=C1)=O)(C)(C)C.C([Sn](Cl)(CCCC)CCCC)CCC>C1COCC1>[C:1]([O:5][C:6]([N:8]1[CH:12]=[CH:11][CH:10]=[C:9]1[Sn:13]([CH2:14][CH2:15][CH2:16][CH3:17])([CH2:22][CH2:23][CH2:24][CH3:25])[CH2:18][CH2:19][CH2:20][CH3:21])=[O:7])([CH3:3])([CH3:4])[CH3:2] |f:0.1.2|. Procedure: (1-(t-Butoxycarbonyl)pyrrol-2-yl)tributyltin LDA in dry THF (1.2M, 0.83 mL) was slowly added to a cooled (-78° C.) solution of 1-(t-butoxycarbonyl)pyrrole (0.67 g) in dry THF (5 mL). After stirring for 3 h, tributyltin chloride (0.65 g) was slowly added, and the mixture was allowed to warm to room temperature overnight. The solvent was removed to provide (1-(t-butoxycarbonyl)pyrrol-2-yl)tributyltin, suitable for use in the next reaction. The reactants are ClC=1C=C(C(=O)Cl)C=CC1Cl (3,4-Dichlorobenzoyl chloride), NCC1=NN=C(N1C=1SC(=CC1C(C1=C(C=CC=C1)Cl)=O)CC(=O)OC)C (methyl (2-(3-aminomethyl-5-methyl[1,2,4]triazol-4-yl)-3-(2-chlorobenzoyl)thiophen-5-yl)acetate). The product is ClC1=C(C(=O)C2=C(SC(=C2)CC(=O)OC)N2C(=NN=C2C)CNC(C2=CC(=C(C=C2)Cl)Cl)=O)C=CC=C1 (methyl (3-(2-chlorobenzoyl)-2-(3-(3,4-dichlorobenzoylaminomethyl)-5-methyl[1,2,4]triazol-4-yl)thiophen-5-yl)acetate). As a reaction SMILES: [Cl:1][C:2]1[CH:3]=[C:4]([CH:8]=[CH:9][C:10]=1[Cl:11])[C:5](Cl)=[O:6].[NH2:12][CH2:13][C:14]1[N:18]([C:19]2[S:20][C:21]([CH2:33][C:34]([O:36][CH3:37])=[O:35])=[CH:22][C:23]=2[C:24](=[O:32])[C:25]2[CH:30]=[CH:29][CH:28]=[CH:27][C:26]=2[Cl:31])[C:17]([CH3:38])=[N:16][N:15]=1>>[Cl:31][C:26]1[CH:27]=[CH:28][CH:29]=[CH:30][C:25]=1[C:24]([C:23]1[CH:22]=[C:21]([CH2:33][C:34]([O:36][CH3:37])=[O:35])[S:20][C:19]=1[N:18]1[C:17]([CH3:38])=[N:16][N:15]=[C:14]1[CH2:13][NH:12][C:5](=[O:6])[C:4]1[CH:8]=[CH:9][C:10]([Cl:11])=[C:2]([Cl:1])[CH:3]=1)=[O:32]. Procedure: 3,4-Dichlorobenzoyl chloride and methyl (2-(3-aminomethyl-5-methyl[1,2,4]triazol-4-yl)-3-(2-chlorobenzoyl)thiophen-5-yl)acetate are reacted to give methyl (3-(2-chlorobenzoyl)-2-(3-(3,4-dichlorobenzoylaminomethyl)-5-methyl[1,2,4]triazol-4-yl)thiophen-5-yl)acetate.